Task: describe an organic reaction: reactants, conditions, products, and yield. Dataset: the Open Reaction Database (ORD), a public repository of structured organic reaction records Starting materials: BrC=1C(=NC=C(C(=O)NC2=CC=C(C=C2)OC(F)(F)F)C1)N1C[C@@H]([C@H](C1)O)O (5-bromo-6-((3S,4S)-3,4-dihydroxypyrrolidin-1-yl)-N-(4-(trifluoromethoxy)phenyl)nicotinamide), N1=CC(=CC=C1)B(O)O (pyridin-3-ylboronic acid). Yields the product O[C@H]1CN(C[C@@H]1O)C1=NC=C(C=C1C=1C=NC=CC1)C(=O)NC1=CC=C(C=C1)OC(F)(F)F (2-((3S,4S)-3,4-Dihydroxypyrrolidin-1-yl)-N-(4-(trifluoromethoxy)phenyl)-[3,3′-bipyridine]-5-carboxamide). As a reaction SMILES: Br[C:2]1[C:3]([N:22]2[CH2:26][C@H:25]([OH:27])[C@@H:24]([OH:28])[CH2:23]2)=[N:4][CH:5]=[C:6]([CH:21]=1)[C:7]([NH:9][C:10]1[CH:15]=[CH:14][C:13]([O:16][C:17]([F:20])([F:19])[F:18])=[CH:12][CH:11]=1)=[O:8].[N:29]1[CH:34]=[CH:33][CH:32]=[C:31](B(O)O)[CH:30]=1>>[OH:28][C@@H:24]1[C@@H:25]([OH:27])[CH2:26][N:22]([C:3]2[C:2]([C:31]3[CH:30]=[N:29][CH:34]=[CH:33][CH:32]=3)=[CH:21][C:6]([C:7]([NH:9][C:10]3[CH:15]=[CH:14][C:13]([O:16][C:17]([F:20])([F:19])[F:18])=[CH:12][CH:11]=3)=[O:8])=[CH:5][N:4]=2)[CH2:23]1. Reported procedure: The title compound was prepared in an analogous fashion to that described in Example 75 using 5-bromo-6-((3S,4S)-3,4-dihydroxypyrrolidin-1-yl)-N-(4-(trifluoromethoxy)phenyl)nicotinamide (Stage 70.1) and pyridin-3-ylboronic acid to afford a white solid. UPLC-MS (condition 1) tR=2.01 min, m/z=461.1 [M+H]+, m/z=459.2 [M−H]−; 1H-NMR (400 MHz, DMSO-d6) δ ppm 2.94 (d, J=11.74 Hz, 2H) 3.37-3.45 (m, 2H) 3.85 (d, J=2.69 Hz, 2H) 5.04 (br. s, 2H) 7.35 (d, J=8.31 Hz, 2H) 7.51 (dd, J=7.09, 4.89 Hz, 1H) 7.81 ... Starting materials: CC(C)([O-])C.[K+] (Potassium tert-butoxide), BrC1=CC(=C(C=C1)NN)C (1-(4-bromo-2-methylphenyl)hydrazine), C(C#C)(=O)OCC (Ethyl propiolate). Solvent: O (water). Yields the product BrC1=CC(=C(C=C1)N1N=C(C=C1)O)C (1-(4-Bromo-2-methylphenyl)-1H-pyrazol-3-ol). The yield is 24.3%. RXN SMILES: CC(C)([O-])C.[K+].[Br:7][C:8]1[CH:13]=[CH:12][C:11]([NH:14][NH2:15])=[C:10]([CH3:16])[CH:9]=1.[C:17](OCC)(=[O:20])[C:18]#[CH:19]>O>[Br:7][C:8]1[CH:13]=[CH:12][C:11]([N:14]2[CH:19]=[CH:18][C:17]([OH:20])=[N:15]2)=[C:10]([CH3:16])[CH:9]=1 |f:0.1|. Reported procedure: Potassium tert-butoxide (20 ml, 1M in tert-butanol, 20.0 mmol) was added to 1-(4-bromo-2-methylphenyl)hydrazine (J. Chem. Soc. 109; 1916; 582)(2.01 g, 10.0 mmol) to give a dark brown suspension. Ethyl propiolate (1.02 ml, 10 mmol) was then added dropwise over 10 minutes, with cooling, and once addition was complete, the reaction was heated under reflux for 4 hours. The reaction was diluted with water (200 ml) and this mixture washed with dichloromethane (2×50 ml). The aqueous phase was acidified...